Dataset: the Open Reaction Database (ORD), a public repository of structured organic reaction records. Task: describe an organic reaction: reactants, conditions, products, and yield The reactants are BrC=1C=NC(=NC1)C(=O)OC (methyl 5-bromopyrimidine-2-carboxylate), [Cu]C#N (copper (I) cyanide). Solvent: CC(=O)N(C)C (DMA). Conditions: temperature 110 celsius. Yields the product C(#N)C=1C=NC(=NC1)C(=O)OC (methyl 5-cyanopyrimidine-2-carboxylate). Isolated yield 47.9%. As a reaction SMILES: Br[C:2]1[CH:3]=[N:4][C:5]([C:8]([O:10][CH3:11])=[O:9])=[N:6][CH:7]=1.[Cu][C:13]#[N:14]>CC(N(C)C)=O>[C:13]([C:2]1[CH:3]=[N:4][C:5]([C:8]([O:10][CH3:11])=[O:9])=[N:6][CH:7]=1)#[N:14]. Procedure details: To a mixture of methyl 5-bromopyrimidine-2-carboxylate (2.30 g, 10.6 mmol) and copper (I) cyanide (1.92 g, 21.4 mmol) in a 100 mL round bottom flask was added DMA (21 mL). The reaction mixture was degassed by bubbling nitrogen through the solution for 5 min. The reaction mixture was heated to 110° C. for 2 d and cooled to room temperature. The reaction mixture was diluted with EtOAc and water and filtered through a glass frit (medium). The filtrate was transferred to a separatory funnel. The aqu...